This data is from the Open Reaction Database (ORD), a public repository of structured organic reaction records. The task is: describe an organic reaction: reactants, conditions, products, and yield Reactants: C(C1=CC=CC=C1)N1CCOC2=C(C1)N=CC(=N2)N(C(C)C)C (8-benzyl-N-methyl-N-(1-methylethyl)-6,7,8,9-tetrahydropyrazino[2,3-f][1,4]oxazepin-3-amine), BrN1C(CCC1=O)=O (N-bromosuccinimide), C(C)#N (acetonitrile). The solvent is O (Water). Reaction conditions: temperature 50 celsius, time 24 hour. The product is C(C1=CC=CC=C1)N1CCOC2=C(C1)N=C(C(=N2)N(C(C)C)C)Br (8-benzyl-2-bromo-N-methyl-N-(1-methylethyl)-6,7,8,9-tetrahydropyrazino[2,3-f][1,4]oxazepin-3-amine). Isolated yield 19.5%. RXN SMILES: [CH2:1]([N:8]1[CH2:14][C:13]2[N:15]=[CH:16][C:17]([N:19]([CH3:23])[CH:20]([CH3:22])[CH3:21])=[N:18][C:12]=2[O:11][CH2:10][CH2:9]1)[C:2]1[CH:7]=[CH:6][CH:5]=[CH:4][CH:3]=1.[Br:24]N1C(=O)CCC1=O.C(#N)C>O>[CH2:1]([N:8]1[CH2:14][C:13]2[N:15]=[C:16]([Br:24])[C:17]([N:19]([CH3:23])[CH:20]([CH3:21])[CH3:22])=[N:18][C:12]=2[O:11][CH2:10][CH2:9]1)[C:2]1[CH:3]=[CH:4][CH:5]=[CH:6][CH:7]=1. Procedure: A mixture of 8-benzyl-N-methyl-N-(1-methylethyl)-6,7,8,9-tetrahydropyrazino[2,3-f][1,4]oxazepin-3-amine (500 mg), N-bromosuccinimide (342 mg) and acetonitrile (10 mL) was stirred at room temperature for 16 hr and at 50° C. for 24 hr. Water was added, and the mixture was extracted with ethyl acetate. The organic layer was washed with water and saturated brine, dried over sodium sulfate, and concentrated under reduced pressure. The obtained residue was purified by silica gel column chromatography ... Starting materials: Cl.Cl.NC(CCCC1NC(CCCC1)=N)C1OC(OC1)=O (4-[1-amino-4-(hexahydro-7-imino-1H-azepin-2-yl)butyl]-1,3-dioxolan-2-one, dihydrochloride), [OH-].[Ba+2].[OH-] (barium hydroxide). The product is NC(C(CO)O)CCCC1NC(CCCC1)=N (3-amino-6-(hexahydro-7-imino-1H-azepin-2-yl)-1,2-hexanediol). As a reaction SMILES: Cl.Cl.[NH2:3][CH:4]([CH:16]1[CH2:20][O:19]C(=O)[O:17]1)[CH2:5][CH2:6][CH2:7][CH:8]1[CH2:14][CH2:13][CH2:12][CH2:11][C:10](=[NH:15])[NH:9]1.[OH-].[Ba+2].[OH-]>>[NH2:3][CH:4]([CH2:5][CH2:6][CH2:7][CH:8]1[CH2:14][CH2:13][CH2:12][CH2:11][C:10](=[NH:15])[NH:9]1)[CH:16]([OH:17])[CH2:20][OH:19] |f:0.1.2,3.4.5|. Reported procedure: The product of EXAMPLE 272 is treated with aqueous barium hydroxide at 70° C., to yield the title material. Starting materials: CCOC(=O)C(=O)OCC, CCC(=O)C1CCCCC1, C[Si](C)(C)[N-][Si](C)(C)C, CCOCC, [Li+]. Yields the product CCOC(=O)C(=O)C(C)C(=O)C1CCCCC1. RXN SMILES: [C:21]([C:22]([O:24][CH2:23][CH3:25])=[O:26])(=[O:27])[O:28][CH2:29][CH3:30].[CH2:11]([CH3:12])[C:13](=[O:14])[CH:15]1[CH2:16][CH2:17][CH2:18][CH2:19][CH2:20]1.[CH3:2][Si:3]([N-:4][Si:5]([CH3:6])([CH3:7])[CH3:8])([CH3:9])[CH3:10].[CH3:31][CH2:32][O:33][CH2:34][CH3:35].[Li+:1]>>[CH:11]([CH3:12])([C:13](=[O:14])[CH:15]1[CH2:16][CH2:17][CH2:18][CH2:19][CH2:20]1)[C:22]([C:21](=[O:27])[O:28][CH2:29][CH3:30])=[O:24]. Reactants: C(C)OC=1C=C(C=O)C=CC1O (3-ethoxy-4-hydroxy-benzaldehyde), ice, [OH-].[Na+] (sodium hydroxide), C(C1=CC=CC=C1)Cl (benzyl chloride). Solvent: CN(C=O)C (N,N-dimethylformamide). Run at temperature 60 celsius, time 2 hour. The product is C(C1=CC=CC=C1)OC1=C(C=C(C=O)C=C1)OCC (4-Benzyloxy-3-ethoxy-benzaldehyde). Reaction SMILES: [CH2:1]([O:3][C:4]1[CH:5]=[C:6]([CH:9]=[CH:10][C:11]=1[OH:12])[CH:7]=[O:8])[CH3:2].[OH-].[Na+].[CH2:15](Cl)[C:16]1[CH:21]=[CH:20][CH:19]=[CH:18][CH:17]=1>CN(C)C=O>[CH2:15]([O:12][C:11]1[CH:10]=[CH:9][C:6]([CH:7]=[O:8])=[CH:5][C:4]=1[O:3][CH2:1][CH3:2])[C:16]1[CH:21]=[CH:20][CH:19]=[CH:18][CH:17]=1 |f:1.2|. Reported procedure: To the solution of 3-ethoxy-4-hydroxy-benzaldehyde (83 g) in N,N-dimethylformamide (400 ml) was gradually added 10 M sodium hydroxide (55 ml) and then benzyl chloride (60 ml) was added at a temperature under 40° C. The mixture was stirred at room temperature for a half an hour and for 2 hours at 60° C. The solution was poured into ice-cold water (2 l) and extracted with diethyl ether. The organic phase was washed with water and 5M sodium hydroxide and then it was dried and evaporated. The produc...